The task is: describe an organic reaction: reactants, conditions, products, and yield. This data is from the Open Reaction Database (ORD), a public repository of structured organic reaction records. The reactants are CNCC(=O)O, CN(C)C=O, NS(=O)(=O)C1CC1, [Cu]I, [K+], [K+], [K+], [K+], [K+], O=P([O-])([O-])OP(=O)([O-])OP(=O)([O-])[O-], CC(C)CCn1c(=O)c(C2=NS(=O)(=O)c3cc(I)ccc3N2)c(O)c2cccn21. The product is CC(C)CCn1c(=O)c(C2=NS(=O)(=O)c3cc(NS(=O)(=O)C4CC4)ccc3N2)c(O)c2cccn21. Reaction SMILES: [CH3:48][NH:49][CH2:50][C:51](=[O:52])[OH:53].[CH3:63][N:64]([CH3:65])[CH:66]=[O:67].[CH:54]1([S:57](=[O:58])(=[O:59])[NH2:60])[CH2:55][CH2:56]1.[Cu:61][I:62].[K+:43].[K+:44].[K+:45].[K+:46].[K+:47].[O-:30][P:31]([O:32][P:33]([O:34][P:35]([O-:36])([O-:37])=[O:38])([O-:39])=[O:40])(=[O:41])[O-:42].[OH:1][c:2]1[c:3]2[n:4]([n:5]([CH2:22][CH2:23][CH:24]([CH3:25])[CH3:26])[c:6](=[O:21])[c:7]1[C:8]1=[N:9][S:10](=[O:19])(=[O:20])[c:11]3[c:12]([cH:14][cH:15][c:16]([I:18])[cH:17]3)[NH:13]1)[cH:27][cH:28][cH:29]2>>[OH:1][c:2]1[c:3]2[n:4]([n:5]([CH2:22][CH2:23][CH:24]([CH3:25])[CH3:26])[c:6](=[O:21])[c:7]1[C:8]1=[N:9][S:10](=[O:19])(=[O:20])[c:11]3[c:12]([cH:14][cH:15][c:16]([NH:60][S:57]([CH:54]4[CH2:55][CH2:56]4)(=[O:58])=[O:59])[cH:17]3)[NH:13]1)[cH:27][cH:28][cH:29]2. Starting materials: C(C)OC(=O)C=1C=C2CC(C(NC2=CC1)C1=CC(=CC=C1)N)(C)C (2-(3-amino-phenyl)-3,3-dimethyl-1,2,3,4-tetrahydro-quinoline-6-carboxylic acid ethyl ester), N1=CC=CC=C1 (pyridine), N1(CCCC1)C(=O)Cl (pyrrolidine-1-carbonyl chloride). Run in ClCCl (dichloromethane), ClCCl (dichloromethane). Conditions: temperature 25 celsius, time 16 hour. The product is C(C)OC(=O)C=1C=C2CC(C(NC2=CC1)C1=CC(=CC=C1)NC(=O)N1CCCC1)(C)C (3,3-dimethyl-2-{3-[(pyrrolidine-1-carbonyl)-amino]-phenyl}-1,2,3,4-tetrahydro-quinoline-6-carboxylic acid ethyl ester). Yield: 99.9%. RXN SMILES: [CH2:1]([O:3][C:4]([C:6]1[CH:7]=[C:8]2[C:13](=[CH:14][CH:15]=1)[NH:12][CH:11]([C:16]1[CH:21]=[CH:20][CH:19]=[C:18]([NH2:22])[CH:17]=1)[C:10]([CH3:24])([CH3:23])[CH2:9]2)=[O:5])[CH3:2].N1C=CC=CC=1.[N:31]1([C:36](Cl)=[O:37])[CH2:35][CH2:34][CH2:33][CH2:32]1>ClCCl>[CH2:1]([O:3][C:4]([C:6]1[CH:7]=[C:8]2[C:13](=[CH:14][CH:15]=1)[NH:12][CH:11]([C:16]1[CH:21]=[CH:20][CH:19]=[C:18]([NH:22][C:36]([N:31]3[CH2:35][CH2:34][CH2:33][CH2:32]3)=[O:37])[CH:17]=1)[C:10]([CH3:23])([CH3:24])[CH2:9]2)=[O:5])[CH3:2]. Reported procedure: To a solution of 2-(3-amino-phenyl)-3,3-dimethyl-1,2,3,4-tetrahydro-quinoline-6-carboxylic acid ethyl ester (648 mg, 2 mmol) in dichloromethane (5 mL) and pyridine (1 mL, 12 mmol) was added a solution of pyrrolidine-1-carbonyl chloride (0.243 mL, 2.2 mmol) in dichloromethane (2 mL) dropwise at 0° C. The reaction mixture was stirred at 25° C. for 16 h. Then the reaction mixture was extracted with dichloromethane (2×50 mL), washed with water, dried over anhydrous sodium sulfate and concentrated in... Starting materials: [N+](=O)([O-])C1=CC=C2C(=CNC2=C1)C=1CCNCC1 (6-nitro-3-(1,2,3,6-tetrahydropyridin-4-yl)-1H-indole), ClCCCOC=1C=2C=CNC2C=CC1 (1-chloro-3-(1H-indole-4-oxy)propane), C([O-])([O-])=O.[K+].[K+] (potassium carbonate). Yields the product [N+](=O)([O-])C1=CC=C2C(=CNC2=C1)C=1CCN(CC1)CCCOC1=C2C=CNC2=CC=C1 (3-[4-(6-nitro-3-indolyl)-1,2,3,6-tetrahydropyridin-1-yl]-1-(4-indolyloxy)propane). Reaction SMILES: [N+:1]([C:4]1[CH:12]=[C:11]2[C:7]([C:8]([C:13]3[CH2:14][CH2:15][NH:16][CH2:17][CH:18]=3)=[CH:9][NH:10]2)=[CH:6][CH:5]=1)([O-:3])=[O:2].Cl[CH2:20][CH2:21][CH2:22][O:23][C:24]1[C:25]2[CH:26]=[CH:27][NH:28][C:29]=2[CH:30]=[CH:31][CH:32]=1.C(=O)([O-])[O-].[K+].[K+]>>[N+:1]([C:4]1[CH:12]=[C:11]2[C:7]([C:8]([C:13]3[CH2:14][CH2:15][N:16]([CH2:20][CH2:21][CH2:22][O:23][C:24]4[CH:32]=[CH:31][CH:30]=[C:29]5[C:25]=4[CH:26]=[CH:27][NH:28]5)[CH2:17][CH:18]=3)=[CH:9][NH:10]2)=[CH:6][CH:5]=1)([O-:3])=[O:2] |f:2.3.4|. Procedure: The title compound was prepared in a fashion similar to that described in Example 192 from 6-nitro-3-(1,2,3,6-tetrahydropyridin-4-yl)-1H-indole (0.50 g, 2.1 mmol), 1-chloro-3-(1H-indole-4-oxy)propane (0.43 g, 2.1 mmol) and potassium carbonate (0.32 g, 2.3 mmol). The product was isolated as an orange granular solid. Yield 0.49 g (56%). mp 215°-225° C. FDMS m/e=416 (M+ of free base). Solvent: C1(=CC=CC=C1)C (Toluene). Product: N1=C(C=CC=C1)C=1C=C(C=C2C=C(NC12)C(F)(F)F)CNC(=O)C=1C=NC(=CC1)C(F)(F)F (N-{[7-(2-pyridinyl)-2-(trifluoromethyl)-1H-indol-5-yl]methyl}-6-(trifluoromethyl)-3-pyridinecarboxamide), solid. Reactants: FC(C=1NC2=C(C=C(C=C2C1)CNC(=O)C1=NC=C(C=C1)C(F)(F)F)Br)(F)F (N-[(2-Trifluoromethyl-7-bromo-1H-indol-5-yl)methyl]-5-(trifluoromethyl)-2-pyridinecarboxamide), FC(C=1NC2=C(C=C(C=C2C1)CNC(=O)C1=NC=C(C=C1)C(F)(F)F)Br)(F)F (N-[(2-Trifluoromethyl-7-bromo-1H-indol-5-yl)methyl]-5-(trifluoromethyl)-2-pyridinecarboxamide), C(CCC)[Sn](C1=NC=CC=C1)(CCCC)CCCC (2-tri-n-butylstannyl pyridine), [Cl-].[Li+] (lithium chloride). Reaction conditions: temperature 140 celsius. Reaction SMILES: [F:1][C:2]([F:28])([F:27])[C:3]1[NH:4][C:5]2[C:10]([CH:11]=1)=[CH:9][C:8]([CH2:12][NH:13][C:14](C1C=CC(C(F)(F)F)=CN=1)=[O:15])=[CH:7][C:6]=2Br.C([Sn](CCCC)(CCCC)[C:34]1[CH:39]=[CH:38][CH:37]=[CH:36][N:35]=1)CCC.[Cl-].[Li+]>C1(C)C=CC=CC=1.[Cu]I.C1C=CC([P]([Pd]([P](C2C=CC=CC=2)(C2C=CC=CC=2)C2C=CC=CC=2)([P](C2C=CC=CC=2)(C2C=CC=CC=2)C2C=CC=CC=2)[P](C2C=CC=CC=2)(C2C=CC=CC=2)C2C=CC=CC=2)(C2C=CC=CC=2)C2C=CC=CC=2)=CC=1>[N:35]1[CH:36]=[CH:37][CH:38]=[CH:39][C:34]=1[C:6]1[CH:7]=[C:8]([CH2:12][NH:13][C:14]([C:37]2[CH:36]=[N:35][C:34]([C:2]([F:28])([F:27])[F:1])=[CH:39][CH:38]=2)=[O:15])[CH:9]=[C:10]2[C:5]=1[NH:4][C:3]([C:2]([F:28])([F:27])[F:1])=[CH:11]2 |f:2.3,^1:62,64,83,102|. Procedure details: In a 2 mL microwave reactor vial N-[(2-Trifluoromethyl-7-bromo-1H-indol-5-yl)methyl]-5-(trifluoromethyl)-2-pyridinecarboxamide (Intermediate 6, 50 mg), 2-tri-n-butylstannyl pyridine (Frontier Scientific Inc., 79 mg), lithium chloride (45.5 mg), copper(I) iodide (2.04 mg) and tetrakis(triphenylphosphine)palladium(0) (12.39 mg) were stirred in Toluene (2 mL) and de-gassed using argon gas. The reaction mixture was then heated in a microwave reactor at 140° C. for 3 h. The reaction mixture was poure... The reagents and catalysts are [Cu]I (copper(I) iodide), C=1C=CC(=CC1)[P](C=2C=CC=CC2)(C=3C=CC=CC3)[Pd]([P](C=4C=CC=CC4)(C=5C=CC=CC5)C=6C=CC=CC6)([P](C=7C=CC=CC7)(C=8C=CC=CC8)C=9C=CC=CC9)[P](C=1C=CC=CC1)(C=1C=CC=CC1)C=1C=CC=CC1 (tetrakis(triphenylphosphine)palladium(0)). The reactants are BrC1=C(C(=CC=2C(=CCC(C12)(C)C)C(C)(C)C)/C(=C(\C=C\C(=C\C(=O)OCC)\C)/F)/C)OCC (ethyl (2E,4E,6E)-7-(4 bromo-8-tert-butyl-3-ethoxy-5,5-dimethyl-5,6-dihydro-naphthalen-2-yl)-6-fluoro-3-methyl-octa-2,4,6-trienoate), [OH-].[Na+] (NaOH). Run in C(C)O (ethanol). Yields the product BrC1=C(C(=CC=2C(=CCC(C12)(C)C)C(C)(C)C)/C(=C(\C=C\C(=C\C(=O)O)\C)/F)/C)OCC ((2E,4E,6E)-7-(4-Bromo-8-tert-butyl-3-ethoxy-5,5-dimethyl-5,6-dihydro-naphthalen-2-yl)-6-fluoro-3-methyl-octa-2,4,6-trienoic acid). Reaction SMILES: [Br:1][C:2]1[C:11]2[C:10]([CH3:13])([CH3:12])[CH2:9][CH:8]=[C:7]([C:14]([CH3:17])([CH3:16])[CH3:15])[C:6]=2[CH:5]=[C:4](/[C:18](/[CH3:31])=[C:19](/[F:30])\[CH:20]=[CH:21]\[C:22](\[CH3:29])=[CH:23]\[C:24]([O:26]CC)=[O:25])[C:3]=1[O:32][CH2:33][CH3:34].[OH-].[Na+]>C(O)C>[Br:1][C:2]1[C:11]2[C:10]([CH3:12])([CH3:13])[CH2:9][CH:8]=[C:7]([C:14]([CH3:17])([CH3:15])[CH3:16])[C:6]=2[CH:5]=[C:4](/[C:18](/[CH3:31])=[C:19](/[F:30])\[CH:20]=[CH:21]\[C:22](\[CH3:29])=[CH:23]\[C:24]([OH:26])=[O:25])[C:3]=1[O:32][CH2:33][CH3:34] |f:1.2|. Procedure details: As described in General Procedure J-1, ethyl (2E,4E,6E)-7-(4 bromo-8-tert-butyl-3-ethoxy-5,5-dimethyl-5,6-dihydro-naphthalen-2-yl)-6-fluoro-3-methyl-octa-2,4,6-trienoate (Compound A-163, 46 mg, 0.086 mmol) in ethanol was treated with a solution of 1 N NaOH to produce the title compound after purification by recrystallization from acetonitrile. Starting materials: Cl.O[C@@H](CNCCOC1=CC=C(C=C1)CC(=O)N)C1=CC=CC=C1 ((R)-4-[2-(2-Hydroxy-2-phenylethylamino)ethoxy]phenylacetamide hydrochloride), S(O)(O)(=O)=O (sulphuric acid), CO (methanol). The product is Cl.O[C@@H](CNCCOC1=CC=C(C=C1)CC(=O)OC)C1=CC=CC=C1 ((R)-methyl 4-[2-(2-hydroxy-2-phenylethylamino)ethoxy]phenylacetate hydrochloride). Reaction SMILES: [ClH:1].[OH:2][C@H:3]([C:19]1[CH:24]=[CH:23][CH:22]=[CH:21][CH:20]=1)[CH2:4][NH:5][CH2:6][CH2:7][O:8][C:9]1[CH:14]=[CH:13][C:12]([CH2:15][C:16](N)=[O:17])=[CH:11][CH:10]=1.S(=O)(=O)(O)O.[CH3:30][OH:31]>>[ClH:1].[OH:2][C@H:3]([C:19]1[CH:24]=[CH:23][CH:22]=[CH:21][CH:20]=1)[CH2:4][NH:5][CH2:6][CH2:7][O:8][C:9]1[CH:14]=[CH:13][C:12]([CH2:15][C:16]([O:31][CH3:30])=[O:17])=[CH:11][CH:10]=1 |f:0.1,4.5|. Procedure: (R)-4-[2-(2-Hydroxy-2-phenylethylamino)ethoxy]phenylacetamide hydrochloride (0.45 g) was heated under reflux in methanol (20 ml) containing concentrated sulphuric acid (0.5 ml) for 18 hours. The mixture was cooled and the solvent evaporated under reduced pressure. The residue was dissolved in dichloromethane (30 ml) and washed successively with water (20 ml), 5% NaHCO3 solution (50 ml) and water (20 ml), dried over MgSO4 and then the solvent was removed under reduced pressure. The residue was di... Reactants: ClC1=NC2=CC=CC=C2C(=C1[N+](=O)[O-])Cl (2,4-dichloro-3-nitroquinoline), NCC1=CC=NC=C1 (4-(aminomethyl)pyridine). Product: ClC1=NC2=CC=CC=C2C(=C1[N+](=O)[O-])NCC1=CC=NC=C1 (2-chloro-3-nitro-N-(4-pyridylmethyl)-4-quinolinamine). As a reaction SMILES: [Cl:1][C:2]1[C:11]([N+:12]([O-:14])=[O:13])=[C:10](Cl)[C:9]2[C:4](=[CH:5][CH:6]=[CH:7][CH:8]=2)[N:3]=1.[NH2:16][CH2:17][C:18]1[CH:23]=[CH:22][N:21]=[CH:20][CH:19]=1>>[Cl:1][C:2]1[C:11]([N+:12]([O-:14])=[O:13])=[C:10]([NH:16][CH2:17][C:18]2[CH:23]=[CH:22][N:21]=[CH:20][CH:19]=2)[C:9]2[C:4](=[CH:5][CH:6]=[CH:7][CH:8]=2)[N:3]=1. Reported procedure: Using the general method of Example 11, 6.8 g of 2,4-dichloro-3-nitroquinoline was reacted with 4-(aminomethyl)pyridine to provide 7.8 g of crude 2-chloro-3-nitro-N-(4-pyridylmethyl)-4-quinolinamine. This material was used without further purification. The reactants are ArH, C(C1=CC=CC=C1)=NC(C(=O)OCC1=CC=C(C=C1)OC)P(=O)(OCC)OCC (p-methoxybenzyl N-benzylidene-α-amino-diethylphosphonoacetate), ArOCH3, O.C1(=CC=C(C=C1)S(=O)(=O)O)C (p-toluenesulfonic acid monohydrate), NC(C(=O)OCC1=CC=C(C=C1)OC)P(=O)(ON(CC)CC)O (p-methoxybenzyl α-amino-diethylaminophosphonoacetate). Run in CCOCC (ether), CCOCC (ether). Yields the product NC(C(=O)OCC1=CC=C(C=C1)OC)P(=O)(OCC)OCC (p-Methoxybenzyl α-amino-diethylphosphonoacetate). RXN SMILES: C(=[N:8][CH:9]([P:22]([O:27][CH2:28][CH3:29])([O:24][CH2:25][CH3:26])=[O:23])[C:10]([O:12][CH2:13][C:14]1[CH:19]=[CH:18][C:17]([O:20][CH3:21])=[CH:16][CH:15]=1)=[O:11])C1C=CC=CC=1.O.C1(C)C=CC(S(O)(=O)=O)=CC=1.NC(P(O)(ON(CC)CC)=O)C(OCC1C=CC(OC)=CC=1)=O>CCOCC>[NH2:8][CH:9]([P:22]([O:27][CH2:28][CH3:29])([O:24][CH2:25][CH3:26])=[O:23])[C:10]([O:12][CH2:13][C:14]1[CH:15]=[CH:16][C:17]([O:20][CH3:21])=[CH:18][CH:19]=1)=[O:11] |f:1.2|. Procedure details: A solution of 16.4 g. of p-methoxybenzyl N-benzylidene-α-amino-diethylphosphonoacetate in 100 ml. of ether is added over 30 minutes with stirring to a solution of 8.25 g. of p-toluenesulfonic acid monohydrate in 150 ml. of ether. To the reaction mixture is added 60 ml. of cyclohexane and the solvent layer is separated by decantation. The residue is washed with additional 2:1 ether-cyclohexane and is again decanted. The resulting oil is dissolved in about 25 ml. of 1 M dipotassium phosphate (fina... Reactants: COC(=O)C=1N=C(SC1)N (2-amino-thiazole-4-carboxylic acid methyl ester), C(=O)(OC(C)(C)C)N[C@@H](CC1=CC=CC=C1)C(=O)O ((S)—N-Boc-phenylalanine), ON1N=NC2=C1C=CC=C2 (1-hydroxybenzotriazole), C(C)(C)N=C=NC(C)C (1,3-diisopropylcarbodiimide). Run in ClCCl (dichloromethane), CN(C=O)C (N,N-dimethylformamide), ClCCl (dichloromethane). Reaction conditions: time 24 hour. Product: COC(=O)C=1N=C(SC1)NC([C@H](CC1=CC=CC=C1)NC(=O)OC(C)(C)C)=O (2-((S)-2-tert-butoxycarbonylamino-3-phenyl-propionylamino)-thiazole-4-carboxylic acid methyl ester). Isolated yield 80.8%. RXN SMILES: [CH3:1][O:2][C:3]([C:5]1[N:6]=[C:7]([NH2:10])[S:8][CH:9]=1)=[O:4].[C:11]([NH:18][C@H:19]([C:27](O)=[O:28])[CH2:20][C:21]1[CH:26]=[CH:25][CH:24]=[CH:23][CH:22]=1)([O:13][C:14]([CH3:17])([CH3:16])[CH3:15])=[O:12].ON1C2C=CC=CC=2N=N1.C(N=C=NC(C)C)(C)C>ClCCl.CN(C)C=O>[CH3:1][O:2][C:3]([C:5]1[N:6]=[C:7]([NH:10][C:27](=[O:28])[C@@H:19]([NH:18][C:11]([O:13][C:14]([CH3:16])([CH3:15])[CH3:17])=[O:12])[CH2:20][C:21]2[CH:26]=[CH:25][CH:24]=[CH:23][CH:22]=2)[S:8][CH:9]=1)=[O:4]. Reported procedure: A solution of 2-amino-thiazole-4-carboxylic acid methyl ester (2.4 g, 15.17 mmol), (S)—N-Boc-phenylalanine (4.518 g, 16.69 mmol), 1-hydroxybenzotriazole (2.255 g, 16.69 mmol) and 1,3-diisopropylcarbodiimide (2.127 g, 16.69 mmol) in a mixture of dichloromethane (50 mL) and N,N-dimethylformamide (25 mL) were stirred at ambient temperature for 24 hours. The mixture was diluted with dichloromethane, washed with water, brine and dried with magnesium sulfate. Evaporation of the solvents and chromatogr...